This data is from the Open Reaction Database (ORD), a public repository of structured organic reaction records. The task is: describe an organic reaction: reactants, conditions, products, and yield Reactants: C1(CCCC1)C(CCC(=O)O)=O (4-Cyclopentyl-4-oxo-butyric acid), CCN=C=NCCCN(C)C.Cl (EDC.HCl), C=1C=CC2=C(C1)N=NN2O (HOBt), TEA, C(C)(C)(C)OC(=O)N1CCC(CC1)N (4-Amino-piperidine-1-carboxylic acid tert-butyl ester). Solvent: C(Cl)Cl (CH2Cl2). The product is C(C)(C)(C)OC(=O)N1CCC(CC1)NC(CCC(=O)C1CCCC1)=O (4-(4-Cyclopentyl-4-oxo-butyrylamino)-piperidine-1-carboxylic acid tert-butyl ester). Procedure details: To a stirred solution of 4-Amino-piperidine-1-carboxylic acid tert-butyl ester (0.3 g, 1.49 mmol) in anhydrous CH2Cl2 under argon and cooled to 0° C., were added 4-Cyclopentyl-4-oxo-butyric acid (0.31 g, 1.79 mmol), EDC.HCl (0.35 g, 1.79 mmol), HOBt (0.24 g, 1.79 mmol), and TEA (0.25 mL, 1.79 mmol). The resulting solution was stirred at 25° C. overnight. CH2Cl2 was evaporate and the residue was partitioned between EtOAc and 1N HCl. The organic layer was washed with H2O, brine and dried over Na2S... Conditions: temperature 25 celsius, time 8 hour. RXN SMILES: [C:1]([O:5][C:6]([N:8]1[CH2:13][CH2:12][CH:11]([NH2:14])[CH2:10][CH2:9]1)=[O:7])([CH3:4])([CH3:3])[CH3:2].[CH:15]1([C:20](=[O:26])[CH2:21][CH2:22][C:23](O)=[O:24])[CH2:19][CH2:18][CH2:17][CH2:16]1.CCN=C=NCCCN(C)C.Cl.C1C=CC2N(O)N=NC=2C=1>C(Cl)Cl>[C:1]([O:5][C:6]([N:8]1[CH2:13][CH2:12][CH:11]([NH:14][C:23](=[O:24])[CH2:22][CH2:21][C:20]([CH:15]2[CH2:19][CH2:18][CH2:17][CH2:16]2)=[O:26])[CH2:10][CH2:9]1)=[O:7])([CH3:4])([CH3:2])[CH3:3] |f:2.3|. Yield: 70.5%. Starting materials: CCOC(=O)Cc1csc(C)n1, [K+], C1CCOC1, [OH-], O. The product is Cc1nc(CC(=O)O)cs1. Reaction SMILES: [CH2:1]([CH3:2])[O:3][C:4]([CH2:5][c:6]1[n:7][c:8]([CH3:11])[s:9][cH:10]1)=[O:12].[K+:14].[O:16]1[CH2:17][CH2:18][CH2:19][CH2:20]1.[OH-:13].[OH2:15]>>[O:3]=[C:4]([CH2:5][c:6]1[n:7][c:8]([CH3:11])[s:9][cH:10]1)[OH:12]. Starting materials: CCOc1cc(NC(=O)OC(C)(C)C)c(NC(=O)CC(=O)c2cccc(-c3cc(C)nc(C)c3)c2)cc1C(F)(F)F, ClCCl, O=C(O)C(F)(F)F. The product is CCOc1cc2c(cc1C(F)(F)F)NC(=O)CC(c1cccc(-c3cc(C)nc(C)c3)c1)=N2. As a reaction SMILES: [C:1]([O:2][C:3](=[O:4])[NH:7][c:8]1[c:9]([NH:21][C:22]([CH2:23][C:24](=[O:5])[c:26]2[cH:27][c:28](-[c:32]3[cH:33][c:34]([CH3:39])[n:35][c:36]([CH3:38])[cH:37]3)[cH:29][cH:30][cH:31]2)=[O:40])[cH:10][c:11]([C:17]([F:18])([F:19])[F:20])[c:12]([O:14][CH2:15][CH3:16])[cH:13]1)([CH3:6])([CH3:25])[CH3:41].[Cl:49][CH2:50][Cl:51].[F:42][C:43]([F:44])([F:45])[C:46]([OH:47])=[O:48]>>[N:7]1=[C:24]([c:26]2[cH:27][c:28](-[c:32]3[cH:33][c:34]([CH3:39])[n:35][c:36]([CH3:38])[cH:37]3)[cH:29][cH:30][cH:31]2)[CH2:23][C:22](=[O:40])[NH:21][c:9]2[c:8]1[cH:13][c:12]([O:14][CH2:15][CH3:16])[c:11]([C:17]([F:18])([F:19])[F:20])[cH:10]2. Reactants: CC(C)(C)[SiH2]OC(C)(C)c1cc(Br)cc(C(C)(C)O[SiH2]C(C)(C)C)c1, [C-]#N, [C-]#N, CN(C)C=O, Cc1ccccc1, [Zn+2], c1ccc(P(c2ccccc2)(c2ccccc2)[Pd](P(c2ccccc2)(c2ccccc2)c2ccccc2)(P(c2ccccc2)(c2ccccc2)c2ccccc2)P(c2ccccc2)(c2ccccc2)c2ccccc2)cc1. Product: CC(C)(C)[SiH2]OC(C)(C)c1cc(C#N)cc(C(C)(C)O[SiH2]C(C)(C)C)c1. RXN SMILES: [Br:1][c:2]1[cH:3][c:4]([C:17]([O:18][SiH2:19][C:20]([CH3:21])([CH3:22])[CH3:23])([CH3:24])[CH3:25])[cH:5][c:6]([C:8]([O:9][SiH2:10][C:11]([CH3:12])([CH3:13])[CH3:14])([CH3:15])[CH3:16])[cH:7]1.[C-:38]#[N:39].[C-:41]#[N:42].[CH3:26][N:27]([CH3:28])[CH:29]=[O:30].[CH3:31][c:32]1[cH:33][cH:34][cH:35][cH:36][cH:37]1.[Zn+2:40].[cH:43]1[cH:44][cH:45][c:46]([P:47]([Pd:48]([P:49]([c:50]2[cH:51][cH:52][cH:53][cH:54][cH:55]2)([c:56]2[cH:57][cH:58][cH:59][cH:60][cH:61]2)[c:62]2[cH:63][cH:64][cH:65][cH:66][cH:67]2)([P:68]([c:69]2[cH:70][cH:71][cH:72][cH:73][cH:74]2)([c:75]2[cH:76][cH:77][cH:78][cH:79][cH:80]2)[c:81]2[cH:82][cH:83][cH:84][cH:85][cH:86]2)[P:87]([c:88]2[cH:89][cH:90][cH:91][cH:92][cH:93]2)([c:94]2[cH:95][cH:96][cH:97][cH:98][cH:99]2)[c:100]2[cH:101][cH:102][cH:103][cH:104][cH:105]2)([c:106]2[cH:107][cH:108][cH:109][cH:110][cH:111]2)[c:112]2[cH:113][cH:114][cH:115][cH:116][cH:117]2)[cH:118][cH:119]1>>[c:2]1([C:26]#[N:27])[cH:3][c:4]([C:17]([O:18][SiH2:19][C:20]([CH3:21])([CH3:22])[CH3:23])([CH3:24])[CH3:25])[cH:5][c:6]([C:8]([O:9][SiH2:10][C:11]([CH3:12])([CH3:13])[CH3:14])([CH3:15])[CH3:16])[cH:7]1. Reactants: ClCC1=CSC=C1NC1=C(C(=CC=C1)C)Cl (3-chloromethyl-4-(2-chloro-3-methylanilino)thiophen), [C-]#N.[Na+] (sodium cyanide). The solvent is CS(=O)C (dimethylsulfoxide), CS(=O)C (dimethylsulfoxide). Conditions: time 3 hour. Yields the product ClC1=C(NC=2C(=CSC2)CC#N)C=CC=C1C (4-(2-chloro-3-methylanilino)-3-thiophenacetonitrile). As a reaction SMILES: Cl[CH2:2][C:3]1[C:7]([NH:8][C:9]2[CH:14]=[CH:13][CH:12]=[C:11]([CH3:15])[C:10]=2[Cl:16])=[CH:6][S:5][CH:4]=1.[C-:17]#[N:18].[Na+]>CS(C)=O>[Cl:16][C:10]1[C:11]([CH3:15])=[CH:12][CH:13]=[CH:14][C:9]=1[NH:8][C:7]1[C:3]([CH2:2][C:17]#[N:18])=[CH:4][S:5][CH:6]=1 |f:1.2|. Procedure details: 2.72 g (10 mmoles) of 3-chloromethyl-4-(2-chloro-3-methylanilino)thiophen in 15 ml of dimethylsulfoxide are added dropwise to a solution of 650 mg of sodium cyanide in 15 ml of dimethylsulfoxide at 40°. The mixture is stirred for a further three hours, poured onto water and extracted three times with ethyl acetate. The combined extracts are washed with 50 ml each of 6 N hydrochloric acid and water, dried and concentrated. Crude 4-(2-chloro-3-methylanilino)-3-thiophenacetonitrile is obtained as a... Reactants: ClC=1C(=CC=2N(N1)C(=NN2)C2=CC=CC=C2)C2CCC2 (6-Chloro-7-cyclobutyl-3-phenyl-1,2,4-triazolo[4,3-b]pyridazine), N (ammonia). Run in CO (methanol). Reaction conditions: temperature 50 celsius. Product: C1(CCC1)C1=CC=2N(N=C1N)C(=NN2)C2=CC=CC=C2 (7-Cyclobutyl-3-phenyl-1,2,4-triazolo[4,3-b]pyridazin-6-ylamine). RXN SMILES: Cl[C:2]1[C:3]([CH:17]2[CH2:20][CH2:19][CH2:18]2)=[CH:4][C:5]2[N:6]([C:8]([C:11]3[CH:16]=[CH:15][CH:14]=[CH:13][CH:12]=3)=[N:9][N:10]=2)[N:7]=1.[NH3:21]>CO>[CH:17]1([C:3]2[C:2]([NH2:21])=[N:7][N:6]3[C:8]([C:11]4[CH:16]=[CH:15][CH:14]=[CH:13][CH:12]=4)=[N:9][N:10]=[C:5]3[CH:4]=2)[CH2:20][CH2:19][CH2:18]1. Procedure: 6-Chloro-7-cyclobutyl-3-phenyl-1,2,4-triazolo[4,3-b]pyridazine (200 mg, 0.70 mmol) was suspended in methanol (8 ml). The mixture was saturated with ammonia and heated in a sealed tube at 50° C. overnight. The mixture was evaporated in vacuo, triturated (diethyl ether/hexane) and dried to give the title compound 1H NMR (360 MHz, d6-DMSO) δ 1.82-1.87 (1H, m), 1.99-2.35 (5H, m), 3.54-3.64 (1H, m), 7.34 (2H, vbs), 7.48-7.62 (3H, m), 8.08 (1H, s), 8.41 (2H, d, J=7.1 Hz); MS (ES+) m/e 266 [MH]+. Starting materials: COc1ccc(S(=O)(=O)C(F)(F)F)cc1N, CCOC(C)=O, Cc1ccc(N=C=O)cc1. Yields the product COc1ccc(S(=O)(=O)C(F)(F)F)cc1NC(=O)Nc1ccc(C)cc1. RXN SMILES: [CH3:11][O:12][c:13]1[c:14]([NH2:15])[cH:16][c:17]([S:20](=[O:21])(=[O:22])[C:23]([F:24])([F:25])[F:26])[cH:18][cH:19]1.[CH3:27][CH2:28][O:29][C:30]([CH3:31])=[O:32].[c:1]1([CH3:10])[cH:2][cH:3][c:4]([N:7]=[C:8]=[O:9])[cH:5][cH:6]1>>[c:1]1([CH3:10])[cH:2][cH:3][c:4]([NH:7][C:8](=[O:9])[NH:15][c:14]2[c:13]([O:12][CH3:11])[cH:19][cH:18][c:17]([S:20](=[O:21])(=[O:22])[C:23]([F:24])([F:25])[F:26])[cH:16]2)[cH:5][cH:6]1. The reactants are C(C)(C)(C)O[C@H](C(=O)OC)C1=C(C2=C(N=C(S2)C2=CC(=NC=C2)C=2N=CC3=C(N2)C(=NN3C)C)C=C1C)C1=CC=C(C=C1)Cl ((S)-methyl 2-tert-butoxy-2-(7-(4-chlorophenyl)-2-(2-(1,3-dimethyl-1H-pyrazolo[4,3-d]pyrimidin-5-yl)pyridin-4-yl)-5-methylbenzo[d]thiazol-6-yl)acetate), [OH-].[Na+] (sodium hydroxide), C(C)(=O)O (acetic acid), CN(C)C=O (DMF). Solvent: C1CCOC1 (THF), CO (MeOH). Product: C(C)(C)(C)O[C@H](C(=O)O)C1=C(C2=C(N=C(S2)C2=CC(=NC=C2)C=2N=CC3=C(N2)C(=NN3C)C)C=C1C)C1=CC=C(C=C1)Cl ((S)-2-tert-butoxy-2-(7-(4-chlorophenyl)-2-(2-(1,3-dimethyl-1H-pyrazolo[4,3-d]pyrimidin-5-yl)pyridin-4-yl)-5-methylbenzo[d]thiazol-6-yl)acetic acid). As a reaction SMILES: [C:1]([O:5][C@@H:6]([C:11]1[C:36]([CH3:37])=[CH:35][C:14]2[N:15]=[C:16]([C:18]3[CH:23]=[CH:22][N:21]=[C:20]([C:24]4[N:25]=[CH:26][C:27]5[N:32]([CH3:33])[N:31]=[C:30]([CH3:34])[C:28]=5[N:29]=4)[CH:19]=3)[S:17][C:13]=2[C:12]=1[C:38]1[CH:43]=[CH:42][C:41]([Cl:44])=[CH:40][CH:39]=1)[C:7]([O:9]C)=[O:8])([CH3:4])([CH3:3])[CH3:2].[OH-].[Na+].C(O)(=O)C.CN(C=O)C>C1COCC1.CO>[C:1]([O:5][C@@H:6]([C:11]1[C:36]([CH3:37])=[CH:35][C:14]2[N:15]=[C:16]([C:18]3[CH:23]=[CH:22][N:21]=[C:20]([C:24]4[N:25]=[CH:26][C:27]5[N:32]([CH3:33])[N:31]=[C:30]([CH3:34])[C:28]=5[N:29]=4)[CH:19]=3)[S:17][C:13]=2[C:12]=1[C:38]1[CH:39]=[CH:40][C:41]([Cl:44])=[CH:42][CH:43]=1)[C:7]([OH:9])=[O:8])([CH3:4])([CH3:2])[CH3:3] |f:1.2|. Procedure details: A solution of (S)-methyl 2-tert-butoxy-2-(7-(4-chlorophenyl)-2-(2-(1,3-dimethyl-1H-pyrazolo[4,3-d]pyrimidin-5-yl)pyridin-4-yl)-5-methylbenzo[d]thiazol-6-yl)acetate (7.7 mg, 0.012 mmol) and 5M sodium hydroxide (20 μL, 0.012 mmol) in THF (1 mL) and MeOH (0.2 mL) was stirred at 50° C. for 2 h. Reaction mixture was cooled to rt, acetic acid (15 μL) and DMF (0.3 mL) were added and reaction mixture was concentrated to ˜0.3 mL, filtered, purified by Gilson HPLC (Gemini, 5 to 100% ACN/H2O+0.1% TFA) and ... The reactants are [F-].[K+] (Potassium fluoride), C(C1=CC=CC=C1)SC1=NC=CC(=C1)C (2-(benzylsulfanyl)-4-methylpyridine), O (water), ClN1C(CCC1=O)=O (N-chlorosuccinimide). Solvent: C(C)(=O)O (acetic acid). Conditions: time 4 hour. The product is CC1=CC(=NC=C1)S(=O)(=O)F (4-Methylpyridine-2-sulfonyl fluoride), crude pale-yellow oil. Isolated yield 30.0%. As a reaction SMILES: C([S:8][C:9]1[CH:14]=[C:13]([CH3:15])[CH:12]=[CH:11][N:10]=1)C1C=CC=CC=1.[OH2:16].ClN1C(=[O:23])CCC1=O.[F-:25].[K+]>C(O)(=O)C>[CH3:15][C:13]1[CH:12]=[CH:11][N:10]=[C:9]([S:8]([F:25])(=[O:23])=[O:16])[CH:14]=1 |f:3.4|. Reported procedure: To a solution of 2-(benzylsulfanyl)-4-methylpyridine (1.40 g) in acetic acid (10 mL)-water (5 mL) was added N-chlorosuccinimide (3.48 g) under ice-cooling, and the mixture was gradually warmed to room temperature and stirred for 4 hr. Potassium fluoride (379 mg) was added at room temperature and the mixture was stirred for 18 hr. The reaction mixture was concentrated under reduced pressure, diluted with ethyl acetate and washed with saturated aqueous sodium hydrogen carbonate solution. The separ...